The task is: describe an organic reaction: reactants, conditions, products, and yield. This data is from the Open Reaction Database (ORD), a public repository of structured organic reaction records. The reactants are C(C)OC(C(CC1=CC=C(C=C1)C#CCCCBr)OC)=O (3-[4-(5-Bromo-pent-1-ynyl)-phenyl]-2-methoxy-propionic acid ethyl ester), OC1=CC=C2C(C=C(OC2=C1)C1=CC=CC=C1)=O (7-hydroxyflavone). Yields the product CO[C@H](C(=O)O)CC1=CC=C(C=C1)C#CCCCOC1=CC=C2C(C=C(OC2=C1)C1=CC=CC=C1)=O ((2S)-2-Methoxy-3-{4-[5-(4-oxo-2-phenyl-4H-chromen-7-yloxy)-pent-1-ynyl]-phenyl}-propionic acid). Reaction SMILES: C([O:3][C:4](=[O:21])[CH:5]([O:19][CH3:20])[CH2:6][C:7]1[CH:12]=[CH:11][C:10]([C:13]#[C:14][CH2:15][CH2:16][CH2:17]Br)=[CH:9][CH:8]=1)C.[OH:22][C:23]1[CH:32]=[C:31]2[C:26]([C:27](=[O:39])[CH:28]=[C:29]([C:33]3[CH:38]=[CH:37][CH:36]=[CH:35][CH:34]=3)[O:30]2)=[CH:25][CH:24]=1>>[CH3:20][O:19][C@@H:5]([CH2:6][C:7]1[CH:8]=[CH:9][C:10]([C:13]#[C:14][CH2:15][CH2:16][CH2:17][O:22][C:23]2[CH:32]=[C:31]3[C:26]([C:27](=[O:39])[CH:28]=[C:29]([C:33]4[CH:38]=[CH:37][CH:36]=[CH:35][CH:34]=4)[O:30]3)=[CH:25][CH:24]=2)=[CH:11][CH:12]=1)[C:4]([OH:3])=[O:21]. Reported procedure: The title compound was prepared from 3-[4-(5-Bromo-pent-1-ynyl)-phenyl]-2-methoxy-propionic acid ethyl ester from Example 24, Step A and 7-hydroxyflavone in a manner analogous to that described for Example 24, Step B. MS(ES) for C30H26O6[M+H]+:483.2. The reactants are C(C)(=O)N1CCC2=CC(=C(C=C12)[N+](=O)[O-])OC (1-acetyl-5-(methyloxy)-6-nitro-2,3-dihydro-1H-indole), Cl (hydrochloric acid), [OH-].[Na+] (sodium hydroxide). Yields the product COC=1C=C2CCNC2=CC1[N+](=O)[O-] (5-(methyloxy)-6-nitro-2,3-dihydro-1H-indole). Isolated yield 93.9%. RXN SMILES: C([N:4]1[C:12]2[C:7](=[CH:8][C:9]([O:16][CH3:17])=[C:10]([N+:13]([O-:15])=[O:14])[CH:11]=2)[CH2:6][CH2:5]1)(=O)C.Cl.[OH-].[Na+]>>[CH3:17][O:16][C:9]1[CH:8]=[C:7]2[C:12](=[CH:11][C:10]=1[N+:13]([O-:15])=[O:14])[NH:4][CH2:5][CH2:6]2 |f:2.3|. Reported procedure: A roundbottom flask equipped with a reflux condenser, mechanical stirrer and thermowell was charged with 1-acetyl-5-(methyloxy)-6-nitro-2,3-dihydro-1H-indole (954 g, 4.04 mol) produced in accordance with Step C, immediately above, and aqueous 6N hydrochloric acid (9.5 L). The resulting suspension was heated to reflux for 4 hrs (became clear solution after 2 hrs). The reaction mixture was allowed to cool to room temperature then sodium hydroxide (50% w/w) was added to adjust the pH to 10. The res... Reactants: CCOC1(c2ccc(C#Cc3ccc(CC(=O)OC)cc3)cc2C(C)C)CC1, CC#N, CCO, [Na+], C1CCOC1, [OH-], O. Reaction SMILES: [CH2:1]([CH3:2])[O:3][C:4]1([c:7]2[c:8]([CH:26]([CH3:27])[CH3:28])[cH:9][c:10]([C:13]#[C:14][c:15]3[cH:16][cH:17][c:18]([CH2:21][C:22]([O:23][CH3:24])=[O:25])[cH:19][cH:20]3)[cH:11][cH:12]2)[CH2:5][CH2:6]1.[CH3:32][C:33]#[N:34].[CH3:35][CH2:36][OH:37].[Na+:30].[O:38]1[CH2:39][CH2:40][CH2:41][CH2:42]1.[OH-:29].[OH2:31]>>[CH2:1]([CH3:2])[O:3][C:4]1([c:7]2[c:8]([CH:26]([CH3:27])[CH3:28])[cH:9][c:10]([C:13]#[C:14][c:15]3[cH:16][cH:17][c:18]([C:36](=[O:29])[OH:37])[cH:19][cH:20]3)[cH:11][cH:12]2)[CH2:5][CH2:6]1. The product is CCOC1(c2ccc(C#Cc3ccc(C(=O)O)cc3)cc2C(C)C)CC1. The reactants are ClC1=CC=C(C=C1)C(O)(C1=CN=CN1C)C=1C=C2C(=C(C(=NC2=CC1)Cl)C1=CC=CC=C1)Cl ((4-Chlorophenyl)(2,4-dichloro-3-phenylquinolin-6-yl)(1-methyl-1H-imidazol-5-yl)methanol), OCCNC(CC)=O (N-(2-hydroxylethyl)propionamide), C1(=CC=CC=C1)C (toluene), [H-].[Na+] (sodium hydride). Solvent: CCOC(=O)C (EtOAc). Yields the product ClC1=C(C(=NC2=CC=C(C=C12)C(C1=CN=CN1C)(O)C1=CC=C(C=C1)Cl)OCCNC(CC)=O)C1=CC=CC=C1 (N-[2-({4-Chloro-6-[(4-chlorophenyl)(hydroxy)(1-methyl-1H-imidazol-5-yl)methyl]-3-phenylquinolin-2-yl}oxy)ethyl]propanamide). Reaction SMILES: [Cl:1][C:2]1[CH:7]=[CH:6][C:5]([C:8]([C:16]2[CH:17]=[C:18]3[C:23](=[CH:24][CH:25]=2)[N:22]=[C:21](Cl)[C:20]([C:27]2[CH:32]=[CH:31][CH:30]=[CH:29][CH:28]=2)=[C:19]3[Cl:33])([C:10]2[N:14]([CH3:15])[CH:13]=[N:12][CH:11]=2)[OH:9])=[CH:4][CH:3]=1.[OH:34][CH2:35][CH2:36][NH:37][C:38](=[O:41])[CH2:39][CH3:40].C1(C)C=CC=CC=1.[H-].[Na+]>CCOC(C)=O>[Cl:33][C:19]1[C:18]2[C:23](=[CH:24][CH:25]=[C:16]([C:8]([C:5]3[CH:4]=[CH:3][C:2]([Cl:1])=[CH:7][CH:6]=3)([OH:9])[C:10]3[N:14]([CH3:15])[CH:13]=[N:12][CH:11]=3)[CH:17]=2)[N:22]=[C:21]([O:34][CH2:35][CH2:36][NH:37][C:38](=[O:41])[CH2:39][CH3:40])[C:20]=1[C:27]1[CH:28]=[CH:29][CH:30]=[CH:31][CH:32]=1 |f:3.4|. Procedure: (4-Chlorophenyl)(2,4-dichloro-3-phenylquinolin-6-yl)(1-methyl-1H-imidazol-5-yl)methanol (100 mg, 0.202 mmol, Example 65), N-(2-hydroxylethyl)propionamide (34.2 μL, 0.303 mmol), toluene (2 mL), and sodium hydride (60% dispersion in mineral oil, 32.3 mg, 0.808 mmol) were combined in a round bottom flask under an N2 atmosphere. The reaction solution was heated to reflux and refluxed overnight. The reaction solution was cooled to room temperature then transferred to a separatory funnel with EtOAc di... Conditions: temperature -78 celsius, time 15 minute. The yield is 33.7%. Reported procedure: A solution of n-butyl lithium in hexanes (1.9 mL, 4.4 mmol) is added dropwise to a solution of 1-(5-phenylpentane-1-sulfonyl)-4-methoxybenzene (1.35 g, 4.24 mmol) in THF (15 mL) at -78° C. The reaction is stirred at -78° C. for 15 minutes, raised to -30° C. for 15 minutes and then returned to -78° C. This solution is then cannulated into a solution of methyl pyruvate (0.82 g, 7.2 mmol) in THF (5 mL) precooled to -78° C. After 15 minutes the reaction is slowly warmed to -30° C. and stirred 15 min... Reaction SMILES: C([Li])CCC.[C:6]1([CH2:12][CH2:13][CH2:14][CH2:15][CH2:16][S:17]([C:20]2[CH:25]=[CH:24][C:23]([O:26][CH3:27])=[CH:22][CH:21]=2)(=[O:19])=[O:18])[CH:11]=[CH:10][CH:9]=[CH:8][CH:7]=1.[C:28]([O:33][CH3:34])(=[O:32])[C:29]([CH3:31])=[O:30]>C1COCC1>[OH:30][C:29]([CH3:31])([CH:16]([S:17]([C:20]1[CH:21]=[CH:22][C:23]([O:26][CH3:27])=[CH:24][CH:25]=1)(=[O:19])=[O:18])[CH2:15][CH2:14][CH2:13][CH2:12][C:6]1[CH:11]=[CH:10][CH:9]=[CH:8][CH:7]=1)[C:28]([O:33][CH3:34])=[O:32]. Run in C1CCOC1 (THF), C1CCOC1 (THF). The product is OC(C(=O)OC)(C(CCCCC1=CC=CC=C1)S(=O)(=O)C1=CC=C(C=C1)OC)C (methyl 2-hydroxy-3-(4-methoxybenzenesulfonyl)-2-methyl-7-phenylheptanoate). Reactants: C(C(=O)C)(=O)OC (methyl pyruvate), C(CCC)[Li] (n-butyl lithium), hexanes, C1(=CC=CC=C1)CCCCCS(=O)(=O)C1=CC=C(C=C1)OC (1-(5-phenylpentane-1-sulfonyl)-4-methoxybenzene).